This data is from the Open Reaction Database (ORD), a public repository of structured organic reaction records. The task is: describe an organic reaction: reactants, conditions, products, and yield Starting materials: O=C([O-])O, C1CCOC1, Brc1ccc(OCc2ccccc2)cc1, CC(C)CCCC(C)C=O, Cl, I, [Mg], [Na+]. Yields the product c1ccc(COc2ccccc2)cc1. Reaction SMILES: [C:29](=[O:30])([OH:31])[O-:32].[CH2:34]1[O:35][CH2:36][CH2:37][CH2:38]1.[CH2:3]([c:4]1[cH:5][cH:6][cH:7][cH:8][cH:9]1)[O:10][c:11]1[cH:12][cH:13][c:14]([Br:17])[cH:15][cH:16]1.[CH3:18][CH:19]([CH2:20][CH2:21][CH2:22][CH:23]([CH3:24])[CH3:25])[CH:26]=[O:27].[ClH:28].[I:2].[Mg:1].[Na+:33]>>[CH2:3]([c:4]1[cH:5][cH:6][cH:7][cH:8][cH:9]1)[O:10][c:11]1[cH:12][cH:13][cH:14][cH:15][cH:16]1. Starting materials: COC(=O)C1CC(O)CN1, CCOC(C)=O, CCN(C(C)C)C(C)C, O=C(O)c1cc2nccc(Cl)c2s1, Cl, [Li], CN(C)C=O. Yields the product COC(=O)C1CC(O)CN1C(=O)c1cc2nccc(Cl)c2s1. As a reaction SMILES: [CH3:16][O:17][C:18](=[O:19])[CH:20]1[NH:21][CH2:22][CH:23]([OH:25])[CH2:24]1.[CH3:35][CH2:36][O:37][C:38]([CH3:39])=[O:40].[CH:26]([N:27]([CH2:28][CH3:29])[CH:30]([CH3:31])[CH3:32])([CH3:33])[CH3:34].[Cl:2][c:3]1[c:4]2[c:5]([n:6][cH:7][cH:8]1)[cH:9][c:10]([C:12](=[O:13])[OH:14])[s:11]2.[ClH:15].[Li:1].[O:41]=[CH:42][N:43]([CH3:44])[CH3:45]>>[Cl:2][c:3]1[c:4]2[c:5]([n:6][cH:7][cH:8]1)[cH:9][c:10]([C:12](=[O:14])[N:21]1[CH:20]([C:18]([O:17][CH3:16])=[O:19])[CH2:24][CH:23]([OH:25])[CH2:22]1)[s:11]2. The reactants are COc1ccc([N+](=O)[O-])c(Br)c1F, C[Zn]C, CO, Cc1ccccc1, [Cl-], [NH4+], C1COCCO1. Product: COc1ccc([N+](=O)[O-])c(C)c1F. Reaction SMILES: [Br:11][c:12]1[c:13]([N+:21](=[O:22])[O-:23])[cH:14][cH:15][c:16]([O:19][CH3:20])[c:17]1[F:18].[CH3:1][Zn:2][CH3:3].[CH3:32][OH:33].[CH3:4][c:5]1[cH:6][cH:7][cH:8][cH:9][cH:10]1.[Cl-:24].[NH4+:25].[O:26]1[CH2:27][CH2:28][O:29][CH2:30][CH2:31]1>>[CH3:4][c:12]1[c:13]([N+:21](=[O:22])[O-:23])[cH:14][cH:15][c:16]([O:19][CH3:20])[c:17]1[F:18].